This data is from the Open Reaction Database (ORD), a public repository of structured organic reaction records. The task is: describe an organic reaction: reactants, conditions, products, and yield Run at temperature 0 celsius, time 1 hour. Product: C1(CCCC1)CC(C1=CC=2C(=NC=CC2)N1)C1=CC=C(C=C1)S(=O)(=O)CCO (2-{4-[2-cyclopentyl-1-(1H-pyrrolo[2,3-b]pyridin-2-yl)-ethyl]-benzenesulfonyl}-ethanol). The reactants are C1(CCCC1)CC(C1=CC=C(C=C1)S(=O)(=O)CCOCC)C1=CC=2C(=NC=CC2)N1 (2-{2-cyclopentyl-1-[4-(2-ethoxy-ethanesulfonyl)-phenyl]-ethyl}-1H-pyrrolo[2,3-b]pyridine), B(Br)(Br)Br (boron tribromide). Procedure: To a solution of 2-{2-cyclopentyl-1-[4-(2-ethoxy-ethanesulfonyl)-phenyl]-ethyl}-1H-pyrrolo[2,3-b]pyridine (prepared as in Example 90, 680 mg, 1.6 mmol) in dichloromethane (20 mL) at 0° C. was added a solution of boron tribromide (0.76 ml, 8.0 mmol) in dichloromethane (10 ml). The mixture was stirred at 0° C. for 1 h. The reaction was quenched with a saturated aqueous sodium bicarbonate solution (20 mL). The mixture was extracted with dichloromethane (2×50 mL), washed with a saturated aqueous sod... The yield is 94.1%. Run in ClCCl (dichloromethane), ClCCl (dichloromethane). Reaction SMILES: [CH:1]1([CH2:6][CH:7]([C:22]2[NH:30][C:25]3=[N:26][CH:27]=[CH:28][CH:29]=[C:24]3[CH:23]=2)[C:8]2[CH:13]=[CH:12][C:11]([S:14]([CH2:17][CH2:18][O:19]CC)(=[O:16])=[O:15])=[CH:10][CH:9]=2)[CH2:5][CH2:4][CH2:3][CH2:2]1.B(Br)(Br)Br>ClCCl>[CH:1]1([CH2:6][CH:7]([C:8]2[CH:9]=[CH:10][C:11]([S:14]([CH2:17][CH2:18][OH:19])(=[O:16])=[O:15])=[CH:12][CH:13]=2)[C:22]2[NH:30][C:25]3=[N:26][CH:27]=[CH:28][CH:29]=[C:24]3[CH:23]=2)[CH2:5][CH2:4][CH2:3][CH2:2]1.